This data is from the Open Reaction Database (ORD), a public repository of structured organic reaction records. The task is: describe an organic reaction: reactants, conditions, products, and yield The reactants are CCI, COc1ccc2c(C#N)c(C)[nH]c2c1, [H-], [Na+], CN(C)C=O, O. Yields the product CCn1c(C)c(C#N)c2ccc(OC)cc21. As a reaction SMILES: [CH2:17]([CH3:18])[I:19].[CH3:3][O:4][c:5]1[cH:6][cH:7][c:8]2[c:9]([C:15]#[N:16])[c:10]([CH3:14])[nH:11][c:12]2[cH:13]1.[H-:2].[Na+:1].[O:21]=[CH:22][N:23]([CH3:24])[CH3:25].[OH2:20]>>[CH3:3][O:4][c:5]1[cH:6][cH:7][c:8]2[c:9]([C:15]#[N:16])[c:10]([CH3:14])[n:11]([CH2:17][CH3:18])[c:12]2[cH:13]1. The reactants are carboxylic acid, C1(=CC=CC=C1)C(CNCC[C@H](OC=1C=C(C=CC1)CC(=O)O)C)C1=CC=CC=C1 ((R)-2-(3-{3-[(2,2-diphenylethyl)amino]-1-methyl-propoxy}-phenyl)acetic acid), ClC1=C(C=O)C=CC=C1C(F)(F)F (2-chloro-3-trifluoromethylbenzaldehyde), Cl.CCOCC (HCl Et2O), FC(C=1C=C(C=O)C=CC1)(F)F (3-trifluoromethylbenzaldehyde), COC(C)=O (acetic acid methyl ester), amine carboxylic acid. Solvent: CCOCC (Et2O). Product: Cl.FC(C=1C=C(CN(CC[C@H](OC=2C=C(C=CC2)CC(=O)O)C)CC(C2=CC=CC=C2)C2=CC=CC=C2)C=CC1)(F)F ((R)-2-(3-{3-[[3-trifluoromethylbenzyl](2,2-diphenylethyl)amino]-1-methyl-propoxy}-phenyl)acetic acid hydrochloride salt). As a reaction SMILES: [C:1]1([CH:7]([C:25]2[CH:30]=[CH:29][CH:28]=[CH:27][CH:26]=2)[CH2:8][NH:9][CH2:10][CH2:11][C@@H:12]([CH3:24])[O:13][C:14]2[CH:15]=[C:16]([CH2:20][C:21]([OH:23])=[O:22])[CH:17]=[CH:18][CH:19]=2)[CH:6]=[CH:5][CH:4]=[CH:3][CH:2]=1.[F:31][C:32]([F:42])([F:41])[C:33]1[CH:34]=[C:35]([CH:38]=[CH:39][CH:40]=1)[CH:36]=O.COC(=O)C.[Cl:48]C1C(C(F)(F)F)=CC=CC=1C=O.Cl.CCOCC>CCOCC>[ClH:48].[F:31][C:32]([F:41])([F:42])[C:33]1[CH:34]=[C:35]([CH:38]=[CH:39][CH:40]=1)[CH2:36][N:9]([CH2:8][CH:7]([C:1]1[CH:2]=[CH:3][CH:4]=[CH:5][CH:6]=1)[C:25]1[CH:26]=[CH:27][CH:28]=[CH:29][CH:30]=1)[CH2:10][CH2:11][C@@H:12]([CH3:24])[O:13][C:14]1[CH:15]=[C:16]([CH2:20][C:21]([OH:23])=[O:22])[CH:17]=[CH:18][CH:19]=1 |f:4.5,7.8|. Procedure details: Following the procedure of Example 7(d) except (R)-2-(3-{3-[(2,2-diphenylethyl)amino]-1-methyl-propoxy}-phenyl)acetic acid and 3-trifluoromethylbenzaldehyde were used instead of (R)-2-(3(3-(2,2-diphenylethyl)amino]-3-methyl-propoxy}-phenyl)acetic acid methyl ester and 2-chloro-3-trifluoromethylbenzaldehyde in step (d) the corresponding carboxylic acid was obtained. The crude product was purified by preparative HPLC (TMC CombiPrep PDS, 75×30 mm, 25 mL/min, acetonitrile: H2O, UV detection at 254 n... Reactants: C=CCCCCCC(=O)Cl, O=C1NC(Cc2ccccc2)CO1, C1CCOC1, [Li]CCCC. Yields the product C=CCCCCCC(=O)N1C(=O)OCC1Cc1ccccc1. Reaction SMILES: [C:19]([CH2:20][CH2:21][CH2:22][CH2:23][CH2:24][CH:25]=[CH2:26])(=[O:27])[Cl:28].[CH2:1]([c:2]1[cH:3][cH:4][cH:5][cH:6][cH:7]1)[CH:8]1[NH:9][C:10](=[O:13])[O:11][CH2:12]1.[CH2:29]1[O:30][CH2:31][CH2:32][CH2:33]1.[CH3:14][CH2:15][CH2:16][CH2:17][Li:18]>>[CH2:1]([c:2]1[cH:3][cH:4][cH:5][cH:6][cH:7]1)[CH:8]1[N:9]([C:19]([CH2:20][CH2:21][CH2:22][CH2:23][CH2:24][CH:25]=[CH2:26])=[O:27])[C:10](=[O:13])[O:11][CH2:12]1.